From a dataset of the Open Reaction Database (ORD), a public repository of structured organic reaction records. describe an organic reaction: reactants, conditions, products, and yield Starting materials: CCOC(C)=O, CO, CS(=O)(=O)CCN1CC(c2cccc(OCc3ccccc3)c2)N(c2ccc(Oc3ccc(Cl)cc3)cc2)C1=O. The product is CS(=O)(=O)CCN1CC(c2cccc(O)c2)N(c2ccc(Oc3ccc(Cl)cc3)cc2)C1=O. As a reaction SMILES: [C:41]([O:42][CH2:43][CH3:44])(=[O:45])[CH3:46].[CH3:47][OH:48].[Cl:1][c:2]1[cH:3][cH:4][c:5]([O:6][c:7]2[cH:8][cH:9][c:10]([N:13]3[C:14](=[O:38])[N:15]([CH2:32][CH2:33][S:34](=[O:35])(=[O:36])[CH3:37])[CH2:16][CH:17]3[c:18]3[cH:19][c:20]([O:24][CH2:25][c:26]4[cH:27][cH:28][cH:29][cH:30][cH:31]4)[cH:21][cH:22][cH:23]3)[cH:11][cH:12]2)[cH:39][cH:40]1>>[Cl:1][c:2]1[cH:3][cH:4][c:5]([O:6][c:7]2[cH:8][cH:9][c:10]([N:13]3[C:14](=[O:38])[N:15]([CH2:32][CH2:33][S:34](=[O:35])(=[O:36])[CH3:37])[CH2:16][CH:17]3[c:18]3[cH:19][c:20]([OH:24])[cH:21][cH:22][cH:23]3)[cH:11][cH:12]2)[cH:39][cH:40]1. The reactants are Cc1cc(Nc2ncnc3cccc(OCC(C)(C)N)c23)ccc1O, O=C(O)CO. Product: Cc1cc(Nc2ncnc3cccc(OCC(C)(C)NC(=O)CO)c23)ccc1O. RXN SMILES: [NH2:6][C:7]([CH2:8][O:9][c:10]1[c:11]2[c:12]([NH:20][c:21]3[cH:22][c:23]([CH3:28])[c:24]([OH:27])[cH:25][cH:26]3)[n:13][cH:14][n:15][c:16]2[cH:17][cH:18][cH:19]1)([CH3:29])[CH3:30].[OH:1][CH2:2][C:3]([OH:4])=[O:5]>>[OH:1][CH2:2][C:3](=[O:5])[NH:6][C:7]([CH2:8][O:9][c:10]1[c:11]2[c:12]([NH:20][c:21]3[cH:22][c:23]([CH3:28])[c:24]([OH:27])[cH:25][cH:26]3)[n:13][cH:14][n:15][c:16]2[cH:17][cH:18][cH:19]1)([CH3:29])[CH3:30]. Starting materials: [Cl-].[NH4+] (ammonium chloride), C(C)(C)(C)OC(=O)N1CCC(CC1)CO (1-(tert-Butoxycarbonyl)-4-piperidinemethanol), [H-].[Na+] (sodium hydride), BrC1=CC(=C(C=C1)CBr)C(F)(F)F (4-bromo-1-(bromomethyl)-2-(trifluoromethyl)benzene). Solvent: CCOC(=O)C (EtOAc), CN(C)C=O (DMF), CN(C)C=O (DMF). Conditions: time 10 minute. Yields the product BrC1=CC(=C(COCC2CCN(CC2)C(=O)OC(C)(C)C)C=C1)C(F)(F)F (tert-butyl 4-({[4-bromo-2-(trifluoromethyl)benzyl]oxy}methyl)piperidine-1-carboxylate). Yield: 76.4%. RXN SMILES: [C:1]([O:5][C:6]([N:8]1[CH2:13][CH2:12][CH:11]([CH2:14][OH:15])[CH2:10][CH2:9]1)=[O:7])([CH3:4])([CH3:3])[CH3:2].[H-].[Na+].[Br:18][C:19]1[CH:24]=[CH:23][C:22]([CH2:25]Br)=[C:21]([C:27]([F:30])([F:29])[F:28])[CH:20]=1.[Cl-].[NH4+]>CN(C=O)C.CCOC(C)=O>[Br:18][C:19]1[CH:24]=[CH:23][C:22]([CH2:25][O:15][CH2:14][CH:11]2[CH2:12][CH2:13][N:8]([C:6]([O:5][C:1]([CH3:4])([CH3:3])[CH3:2])=[O:7])[CH2:9][CH2:10]2)=[C:21]([C:27]([F:28])([F:29])[F:30])[CH:20]=1 |f:1.2,4.5|. Reported procedure: 1-(tert-Butoxycarbonyl)-4-piperidinemethanol (400 mg) was added to a mixture of 60% sodium hydride (90 mg) and DMF (11 mL) under ice-cooling in a nitrogen atmosphere, and the mixture was stirred for 10 minutes. A solution of 4-bromo-1-(bromomethyl)-2-(trifluoromethyl)benzene (550 mg) in DMF (2 mL) was added to the mixture under ice-cooling. After the reaction mixture was stirred for 30 minutes under ice-cooling, the temperature of the reaction mixture was raised to room temperature, and stirring... As a reaction SMILES: [C:42].[CH3:1][N:2]([C:3]([c:4]1[c:5]([NH:20][C:21]([O:22][CH2:23][c:24]2[cH:25][cH:26][cH:27][cH:28][cH:29]2)=[O:30])[cH:6][cH:7][c:8]([O:10][CH2:11][CH2:12][CH2:13][c:14]2[cH:15][cH:16][cH:17][cH:18][cH:19]2)[cH:9]1)=[O:31])[O:32][CH3:33].[CH3:34][CH2:35][O:36][C:37](=[O:38])[CH3:39].[CH3:40][OH:41].[Pd:43]>>[CH3:1][N:2]([C:3]([c:4]1[c:5]([NH2:20])[cH:6][cH:7][c:8]([O:10][CH2:11][CH2:12][CH2:13][c:14]2[cH:15][cH:16][cH:17][cH:18][cH:19]2)[cH:9]1)=[O:31])[O:32][CH3:33]. Yields the product CON(C)C(=O)c1cc(OCCCc2ccccc2)ccc1N. Starting materials: C, CON(C)C(=O)c1cc(OCCCc2ccccc2)ccc1NC(=O)OCc1ccccc1, CCOC(C)=O, CO, [Pd]. Reactants: C=1C=CC2=C(C1)C(=NO2)CS(=N)(=O)O (zonisamide), BrCC1=NOC2=C1C=CC=C2 (3-bromomethyl-benzo[d]isoxazole), S(=O)([O-])[O-].[Na+].[Na+] (sodium sulfite). The product is [Na+].O1N=C(C2=C1C=CC=C2)CS(=O)(=O)[O-] (benzo[d]isoxazol-3-yl-methanesulfonic acid sodium salt). RXN SMILES: [CH:1]1[CH:2]=[CH:3][C:4]2[O:9][N:8]=[C:7]([CH2:10][S:11]([OH:14])(=[O:13])=N)[C:5]=2[CH:6]=1.BrCC1C2C=CC=CC=2[O:19]N=1.S([O-])([O-])=O.[Na+:30].[Na+]>>[Na+:30].[O:9]1[C:4]2[CH:3]=[CH:2][CH:1]=[CH:6][C:5]=2[C:7]([CH2:10][S:11]([O-:14])(=[O:19])=[O:13])=[N:8]1 |f:2.3.4,5.6|. Procedure details: A process for the preparation of zonisamide, disclosed in U.S. Pat. No. 4,172,896, comprises the sulfonation of 3-bromomethyl-benzo[d]isoxazole (1) with sodium sulfite to obtain benzo[d]isoxazol-3-yl-methanesulfonic acid sodium salt (2) which is then transformed into the corresponding sulfonyl chloride (3) by treatment with phosphorous oxychloride. The reaction of the latter with gas ammonia yields zonisamide (4), as reported hereinbelow. Reactants: ClC=1C2=C(N=CN1)OC(=C2C2=CC=C(C=C2)OC)C2=CC=CC=C2 (4-chloro-5-(4-methoxyphenyl)-6-phenylfuro[2,3-d]pyrimidine), Cl (hydrochloric acid), [C@H]1(C[C@H](CC1)O)O (trans-1,3-cyclopentanediol), [OH-].[Na+] (sodium hydroxide). Reagents/catalysts: S(=O)(=O)(O)[O-].C(CCC)[N+](CCCC)(CCCC)CCCC (tetra-n-butylammonium hydrogen sulphate). The solvent is C1(=CC=CC=C1)C (toluene), COCCOC (1,2-dimethoxyethane), O (water), O (water). The product is COC1=CC=C(C=C1)C1=C(OC=2N=CN=C(C21)O[C@@H]2C[C@H](CC2)O)C2=CC=CC=C2 (trans-3-{[5-(4-Methoxyphenyl)-6-phenylfuro[2,3-d]pyrimidin-4-yl]oxy}cyclopentanol). As a reaction SMILES: Cl[C:2]1[C:3]2[C:10]([C:11]3[CH:16]=[CH:15][C:14]([O:17][CH3:18])=[CH:13][CH:12]=3)=[C:9]([C:19]3[CH:24]=[CH:23][CH:22]=[CH:21][CH:20]=3)[O:8][C:4]=2[N:5]=[CH:6][N:7]=1.[OH-].[Na+].[C@H:27]1([OH:33])[CH2:31][CH2:30][C@H:29]([OH:32])[CH2:28]1.Cl>C1(C)C=CC=CC=1.S([O-])(O)(=O)=O.C([N+](CCCC)(CCCC)CCCC)CCC.O.COCCOC>[CH3:18][O:17][C:14]1[CH:15]=[CH:16][C:11]([C:10]2[C:3]3[C:2]([O:32][C@H:29]4[CH2:30][CH2:31][C@H:27]([OH:33])[CH2:28]4)=[N:7][CH:6]=[N:5][C:4]=3[O:8][C:9]=2[C:19]2[CH:20]=[CH:21][CH:22]=[CH:23][CH:24]=2)=[CH:12][CH:13]=1 |f:1.2,6.7|. Reported procedure: Add 1,2-dimethoxyethane to 10 g (29.7 mmol) of 4-chloro-5-(4-methoxyphenyl)-6-phenylfuro[2,3-d]pyrimidine in 150 ml of toluene at 70° C. until a homogeneous solution forms. Then add 23.75 g (296.9 mmol) of 50% sodium hydroxide solution and 2.5 ml of water, and, with vigorous stirring, 1.0 g (2.97 mmol) of tetra-n-butylammonium hydrogen sulphate and 4.55 g (44.54 mmol) of (+/−)-cis/trans-1,3-cyclopentanediol, and stir the reaction mixture at 70° C. for 4 h. After cooling, add the mixture to water... The reactants are C(C)(=O)OCC (ethyl acetate), FC1=C(C=CC=C1)CCCN (3-(2-fluorophenyl)-propylamine), COC(C1=C(C=CC=C1)CBr)=O (2-bromomethyl-benzoic acid methyl ester), C(=O)([O-])[O-].[K+].[K+] (K2CO3). Solvent: C1(=CC=CC=C1)C (toluene), hexanes, hexanes. Conditions: temperature 100 celsius, time 16 hour. The product is FC1=C(C=CC=C1)CCCN1C(C2=CC=CC=C2C1)=O (2-[3-(2-fluorophenyl)-propyl]-2,3-dihydroisoindol-1-one). The yield is 51.1%. RXN SMILES: [F:1][C:2]1[CH:7]=[CH:6][CH:5]=[CH:4][C:3]=1[CH2:8][CH2:9][CH2:10][NH2:11].C[O:13][C:14](=O)[C:15]1[CH:20]=[CH:19][CH:18]=[CH:17][C:16]=1[CH2:21]Br.C([O-])([O-])=O.[K+].[K+].C(OCC)(=O)C>C1(C)C=CC=CC=1>[F:1][C:2]1[CH:7]=[CH:6][CH:5]=[CH:4][C:3]=1[CH2:8][CH2:9][CH2:10][N:11]1[CH2:21][C:16]2[C:15](=[CH:20][CH:19]=[CH:18][CH:17]=2)[C:14]1=[O:13] |f:2.3.4|. Procedure details: A mixture of 3-(2-fluorophenyl)-propylamine (306 mg, 2 mmol), 2-bromomethyl-benzoic acid methyl ester (458 mg, 2 mmol), and K2CO3 (200 mg, 1.45 mmol) in toluene (10 mL) was heated with stirring at 100° C. for 16 h. Workup and silica gel column chromatography using a gradient of hexanes to 50% ethyl acetate in hexanes afforded 2-[3-(2-fluorophenyl)-propyl]-2,3-dihydroisoindol-1-one (275 mg, 51%). GC/MS gave: m/z (rel.int.) 269 (M+, 32), 147 (89), 146 (100), 119 (29), 109 (25) and 91 (40). Reactants: C(CCC)[Li] (n-butyllithium), BrC1=CC=C(C=C1)C1CN(CCO1)C(=O)OC(C)(C)C (tert-Butyl 2-(4-bromophenyl)morpholine-4-carboxylate), CN(C=O)C (Dimethylformamide). Solvent: C1CCOC1 (THF). Conditions: temperature -78 celsius, time 30 minute. Product: C(=O)C1=CC=C(C=C1)C1CN(CCO1)C(=O)OC(C)(C)C (tert-Butyl 2-(4-formylphenyl)morpholine-4-carboxylate). Reaction SMILES: Br[C:2]1[CH:7]=[CH:6][C:5]([CH:8]2[O:13][CH2:12][CH2:11][N:10]([C:14]([O:16][C:17]([CH3:20])([CH3:19])[CH3:18])=[O:15])[CH2:9]2)=[CH:4][CH:3]=1.C([Li])CCC.CN(C)[CH:28]=[O:29]>C1COCC1>[CH:28]([C:2]1[CH:7]=[CH:6][C:5]([CH:8]2[O:13][CH2:12][CH2:11][N:10]([C:14]([O:16][C:17]([CH3:20])([CH3:19])[CH3:18])=[O:15])[CH2:9]2)=[CH:4][CH:3]=1)=[O:29]. Procedure details: tert-Butyl 2-(4-bromophenyl)morpholine-4-carboxylate (684 mg, 2 mmol, CAS 1131220-82-0) in THF (6 ml) was cooled to −78° C., treated dropwise with n-butyllithium (1.88 ml, 3 mmol, 1.6 M solution in hexane) and stirred 30 min at −78° C. Dimethylformamide (1 ml, 2 mmol) was added dropwise and the mixture was stirred for 2 h at −78° C., and then allowed to warm up to −10° C. The reaction mixture was quenched by addition of saturated ammonium chloride solution (4 ml) and water (4 ml) and the resulti... Starting materials: C(CCCCCCC)NCCCCCCCCCC(CN(C(C)=O)C)O (1-Octylamino-10-hydroxy-11-(N-methylacetamido)undecane), [H-].[Na+] (Sodium hydride), BrCCCCCCCCCC=C (1-bromo-10-undecene), CNC(C)=O (N-methylacetamide). Run in CS(=O)C (DMSO), O (water). Run at time 8 hour. Product: CN(C(C)=O)CCCCCCCCCC=C (1-(N-methylacetamido)-10-undecene). Yield: 57.0%. As a reaction SMILES: C(N[CH2:10][CH2:11][CH2:12][CH2:13][CH2:14][CH2:15][CH2:16][CH2:17][CH2:18][CH:19](O)[CH2:20][N:21]([CH3:25])[C:22](=[O:24])[CH3:23])CCCCCCC.[H-].[Na+].BrCCCCCCCCCC=C.CNC(=O)C>CS(C)=O.O>[CH3:25][N:21]([CH2:20][CH2:19][CH2:18][CH2:17][CH2:16][CH2:15][CH2:14][CH2:13][CH2:12][CH:11]=[CH2:10])[C:22](=[O:24])[CH3:23] |f:1.2|. Procedure details: This example illustrates a synthesis of 1-Octylamino-10-hydroxy-11-(N-methylacetamido)undecane (compound no. 77). Sodium hydride (0.56 g, 23 mmol) was added to a solution of 1-bromo-10-undecene (5.4 g, 23 mmol) and N-methylacetamide (91.7 g, 23 mmol) in DMSO (40 mL). After 8 hours, the reaction was complete and the mixture added to water (100 mL) and extracted with dichloromethane (3×100 mL). The combined extracts were washed with water (70 mL) and saturated aqueous salt solution (70 mL), and dr...